describe an organic reaction: reactants, conditions, products, and yield From a dataset of the Open Reaction Database (ORD), a public repository of structured organic reaction records. The product is OCC1=CC2=C(SC=C2)S1 (2-hydroxymethylthieno[2,3-b]-thiophene). RXN SMILES: [S:1]1[C:5]2[S:6][CH:7]=[CH:8][C:4]=2[CH:3]=[C:2]1[C:9](OC)=[O:10].[H-].[Al+3].[Li+].[H-].[H-].[H-]>CCOCC>[OH:10][CH2:9][C:2]1[S:1][C:5]2[S:6][CH:7]=[CH:8][C:4]=2[CH:3]=1 |f:1.2.3.4.5.6|. The reactants are S1C(=CC2=C1SC=C2)C(=O)OC (methyl thieno[2,3-b]thiophene-2-carboxylate), [H-].[Al+3].[Li+].[H-].[H-].[H-] (lithium aluminum hydride). The solvent is CCOCC (ether), CCOCC (ether). Procedure details: A solution of methyl thieno[2,3-b]thiophene-2-carboxylate (19.8 g, 0.1 mol) in dry ether (750 mL) was added at a rapid drip rate (1 hour, 45 minutes) to a suspension of lithium aluminum hydride (7.59 g, 0.2 mol) in ether (500 mL) cooled in an ice-water bath. During the addition, precipitated material on the inside of the flask was kept suspended in the reaction medium. After the addition was complete stirring was continued at room temperature for 3 hours. The reaction mixture was cooled in an ic... Run at time 3 hour. Starting materials: CC(C(=O)[O-])n1cc(-c2ccc(Cl)cc2)[nH]c1=O, CO, [Li+], [OH-]. Yields the product O=C(O)Cn1cc(-c2ccc(Cl)cc2)[nH]c1=O. As a reaction SMILES: [CH3:1][CH:2]([C:3](=[O:4])[O-:5])[n:6]1[c:7](=[O:18])[nH:8][c:9](-[c:11]2[cH:12][cH:13][c:14]([Cl:17])[cH:15][cH:16]2)[cH:10]1.[CH3:21][OH:22].[Li+:19].[OH-:20]>>[CH2:2]([C:3](=[O:4])[OH:5])[n:6]1[c:7](=[O:18])[nH:8][c:9](-[c:11]2[cH:12][cH:13][c:14]([Cl:17])[cH:15][cH:16]2)[cH:10]1. The reactants are CN(C1CCC(CC1)=O)C (4-dimethylaminocyclohexanone), C(=O)(O)C1=CC=C(C=C1)NN (4-carboxyphenylhydrazine), 5-N, Cl (hydrogen chloride), C(C)O (ethyl alcohol). Product: CN(C1CCC=2NC3=CC=C(C=C3C2C1)C(=O)OCC)C (3-(Dimethylamino)-6-ethoxycarbonyl-1,2,3,4-tetrahydrocarbazole). Reaction SMILES: [CH3:1][N:2]([CH3:10])[CH:3]1[CH2:8][CH2:7][C:6](=O)[CH2:5][CH2:4]1.[C:11]([C:14]1[CH:19]=[CH:18][C:17]([NH:20]N)=[CH:16][CH:15]=1)([OH:13])=[O:12].Cl.[CH2:23](O)[CH3:24]>>[CH3:1][N:2]([CH3:10])[CH:3]1[CH2:8][C:7]2[C:18]3[C:17](=[CH:16][CH:15]=[C:14]([C:11]([O:13][CH2:23][CH3:24])=[O:12])[CH:19]=3)[NH:20][C:6]=2[CH2:5][CH2:4]1. Reported procedure: A solution of 15.5 g. of 4-dimethylaminocyclohexanone and 15.2 g. of 4-carboxyphenylhydrazine in 200 ml. of 5-N hydrogen chloride in ethyl alcohol was refluxed for twenty-four hours and the reaction mixture was evaporated to dryness under reduced pressure. The residue was dissolved in water, the aqueous solution was made alkaline with dilute sodium hydroxide and extracted with methylene dichloride and the extract was evaporated to dryness under reduced pressure to give, after recrystallization f... Starting materials: COc1cc(C=O)ccc1-n1cnc(C)c1, CCO, CCOP(=O)(OCC)C1CCCC2CCC(c3ccc(F)c(F)c3)N2C1=O, [Li+], C1CCOC1, [OH-]. The product is COc1cc(C=C2CCCC3CCC(c4ccc(F)c(F)c4)N3C2=O)ccc1-n1cnc(C)c1. Reaction SMILES: [CH3:3][O:4][c:5]1[cH:6][c:7]([CH:8]=[O:9])[cH:10][cH:11][c:12]1-[n:13]1[cH:14][n:15][c:16]([CH3:18])[cH:17]1.[CH3:51][CH2:52][OH:53].[F:19][c:20]1[cH:21][c:22]([CH:27]2[CH2:28][CH2:29][CH:30]3[N:31]2[C:32](=[O:45])[CH:33]([P:37](=[O:38])([O:39][CH2:40][CH3:41])[O:42][CH2:43][CH3:44])[CH2:34][CH2:35][CH2:36]3)[cH:23][cH:24][c:25]1[F:26].[Li+:1].[O:46]1[CH2:47][CH2:48][CH2:49][CH2:50]1.[OH-:2]>>[CH3:3][O:4][c:5]1[cH:6][c:7]([CH:8]=[C:33]2[C:32](=[O:45])[N:31]3[CH:27]([c:22]4[cH:21][c:20]([F:19])[c:25]([F:26])[cH:24][cH:23]4)[CH2:28][CH2:29][CH:30]3[CH2:36][CH2:35][CH2:34]2)[cH:10][cH:11][c:12]1-[n:13]1[cH:14][n:15][c:16]([CH3:18])[cH:17]1. The reactants are C1(CCCCC1)NC1CCCCC1 (dicylcohexylamine), CC=1C(=CC=2C(CCC(C2C1)(C)C)(C)C)C=1C=C(C=CC1)C(C(=O)O)=C (3-(3,5,5,8,8-pentamethyl-5,6,7,8-tetrahydro-2-naphthyl)phenylacrylic acid), ClCCl (dichloromethane), S(=O)(Cl)Cl (thionyl chloride). Run at time 10 minute. Yields the product CC=1C(=CC=2C(CCC(C2C1)(C)C)(C)C)C=1C=C(C=CC1)C=CC(=O)Cl (3-(3,5,5,8,8-Pentamethyl-5,6,7,8-tetrahydro-2-naphthyl)phenylacryloyl chloride). Reaction SMILES: [CH3:1][C:2]1[C:3]([C:16]2[CH:17]=[C:18]([C:22](=C)[C:23](O)=O)[CH:19]=[CH:20][CH:21]=2)=[CH:4][C:5]2[C:6]([CH3:15])([CH3:14])[CH2:7][CH2:8][C:9]([CH3:13])([CH3:12])[C:10]=2[CH:11]=1.C1(NC2CCCCC2)CCCCC1.S(Cl)(Cl)=[O:41].Cl[CH2:45][Cl:46]>>[CH3:1][C:2]1[C:3]([C:16]2[CH:17]=[C:18]([CH:22]=[CH:23][C:45]([Cl:46])=[O:41])[CH:19]=[CH:20][CH:21]=2)=[CH:4][C:5]2[C:6]([CH3:15])([CH3:14])[CH2:7][CH2:8][C:9]([CH3:12])([CH3:13])[C:10]=2[CH:11]=1. Reported procedure: 3.5 g (10 mmol) of 3-(3,5,5,8,8-pentamethyl-5,6,7,8-tetrahydro-2-naphthyl)phenylacrylic acid and 50 ml of dichloromethane are introduced into a round-bottomed flask and 2 ml (10 mmol) of dicylcohexylamine are added. The mixture is stirred at room temperature for 10 minutes and 729 μl (10 mmol) of thionyl chloride are then introduced with stirring for 15 minutes. The reaction medium is evaporated to dryness, the residue is taken up in ethyl ether, the dicyclohexylamine salt is filtered off and th... Reactants: ClC1=CC2=C(C=N1)OC1=CC=C(C=C1[C@]21N=C(OC1)N)C=1C(=NC=CC1)F ((S)-3-chloro-7-(2-fluoropyridin-3-yl)-5′H-spiro[chromeno[2,3-c]pyridine-5,4′-oxazol]-2′-amine), CN(C)C1=CC=CC=C1C2=CC=CC=C2P(C3CCCCC3)C4CCCCC4 (2-(dicyclohexylphosphino)-2′-(n,n-dimethylamino)biphenyl), Cl.FC1(CCNCC1)F (4,4-difluoropiperidine HCl), C[Si](C)(C)[N-][Si](C)(C)C.[Li+] (lithium bis(trimethylsilyl)amide). Reagents/catalysts: C1=CC=C(C=C1)/C=C/C(=O)/C=C/C2=CC=CC=C2.C1=CC=C(C=C1)/C=C/C(=O)/C=C/C2=CC=CC=C2.C1=CC=C(C=C1)/C=C/C(=O)/C=C/C2=CC=CC=C2.[Pd].[Pd] (pd2(dba)3). Solvent: C1CCOC1 (THF). Conditions: temperature 90 celsius. Product: FC1(CCN(CC1)C1=CC2=C(C=N1)OC1=CC=C(C=C1[C@]21N=C(OC1)N)C=1C(=NC=CC1)F)F ((S)-3-(4,4-difluoropiperidin-1-yl)-7-(2-fluoropyridin-3-yl)-5′H-spiro[chromeno[2,3-c]pyridine-5,4′-oxazol]-2′-amine). As a reaction SMILES: Cl[C:2]1[N:7]=[CH:6][C:5]2[O:8][C:9]3[C:14]([C@@:15]4([CH2:19][O:18][C:17]([NH2:20])=[N:16]4)[C:4]=2[CH:3]=1)=[CH:13][C:12]([C:21]1[C:22]([F:27])=[N:23][CH:24]=[CH:25][CH:26]=1)=[CH:11][CH:10]=3.CN(C1C(C2C(P(C3CCCCC3)C3CCCCC3)=CC=CC=2)=CC=CC=1)C.Cl.[F:57][C:58]1([F:64])[CH2:63][CH2:62][NH:61][CH2:60][CH2:59]1.C[Si]([N-][Si](C)(C)C)(C)C.[Li+]>C1COCC1.C1C=CC(/C=C/C(/C=C/C2C=CC=CC=2)=O)=CC=1.C1C=CC(/C=C/C(/C=C/C2C=CC=CC=2)=O)=CC=1.C1C=CC(/C=C/C(/C=C/C2C=CC=CC=2)=O)=CC=1.[Pd].[Pd]>[F:57][C:58]1([F:64])[CH2:63][CH2:62][N:61]([C:2]2[N:7]=[CH:6][C:5]3[O:8][C:9]4[C:14]([C@@:15]5([CH2:19][O:18][C:17]([NH2:20])=[N:16]5)[C:4]=3[CH:3]=2)=[CH:13][C:12]([C:21]2[C:22]([F:27])=[N:23][CH:24]=[CH:25][CH:26]=2)=[CH:11][CH:10]=4)[CH2:60][CH2:59]1 |f:2.3,4.5,7.8.9.10.11|. Reported procedure: To a resealable tube charged with a mixture of (S)-3-chloro-7-(2-fluoropyridin-3-yl)-5′H-spiro[chromeno[2,3-c]pyridine-5,4′-oxazol]-2′-amine (0.20 g, 0.522 mmol), pd2(dba)3 (0.024 g, 0.026 mmol), 2-(dicyclohexylphosphino)-2′-(n,n-dimethylamino)biphenyl (0.031 g, 0.078 mmol) and 4,4-difluoropiperidine HCl (0.247 g, 1.567 mmol) was added 1.0 M lithium bis(trimethylsilyl)amide (3.13 mL, 3.13 mmol) in THF and the resulting mixture was heated at 90° C. for 24 h. The mixture was concentrated and purif... The reactants are [Cl-].[NH4+] (ammonium chloride), C(C1=CC=CC=C1)(C1=CC=CC=C1)(C1=CC=CC=C1)OC[C@@H]1CCC(O1)=O ((5S)-5-[(trityloxy)methyl]tetrahydro-2-furanone), C1CCOC1 (THF), solution, C(=C)[Mg]Br (vinylmagnesium bromide), C1CCOC1 (THF). Reaction conditions: time 1.5 hour. The product is C(C1=CC=CC=C1)(C1=CC=CC=C1)(C1=CC=CC=C1)OC[C@H](CCC(C=C)(O)C=C)O ((2S)-1-(trityloxy)-5-vinyl-6-heptene-2,5-diol). RXN SMILES: [C:1]([O:20][CH2:21][C@H:22]1[O:26][C:25](=[O:27])[CH2:24][CH2:23]1)([C:14]1[CH:19]=[CH:18][CH:17]=[CH:16][CH:15]=1)([C:8]1[CH:13]=[CH:12][CH:11]=[CH:10][CH:9]=1)[C:2]1[CH:7]=[CH:6][CH:5]=[CH:4][CH:3]=1.[CH:28]([Mg]Br)=[CH2:29].[Cl-].[NH4+].[CH2:34]1COC[CH2:35]1>>[C:1]([O:20][CH2:21][C@@H:22]([OH:26])[CH2:23][CH2:24][C:25]([CH:28]=[CH2:29])([OH:27])[CH:34]=[CH2:35])([C:8]1[CH:9]=[CH:10][CH:11]=[CH:12][CH:13]=1)([C:2]1[CH:7]=[CH:6][CH:5]=[CH:4][CH:3]=1)[C:14]1[CH:19]=[CH:18][CH:17]=[CH:16][CH:15]=1 |f:2.3|. Procedure details: 26.9 g of (5S)-5-[(trityloxy)methyl]tetrahydro-2-furanone was dissolved in 200 ml THF, 300 ml solution of 1 M vinylmagnesium bromide in THF was added thereto at room temperature, and it was stirred for 1.5 hr under heating and reflux. After the reaction was completed, saturated aqueous ammonium chloride was added thereto under ice-cooling, extracted with ethyl acetate, and then washed twice with brine. The solvent was removed and the resulting residue was purified by silica gel column chromatogr...